From a dataset of the Open Reaction Database (ORD), a public repository of structured organic reaction records. describe an organic reaction: reactants, conditions, products, and yield The reactants are IC1=C(O)C(=C(C(=C1I)O)C)C (2,3-diiodo 5,6-dimethylhydroquinone), (PhCN)2Cl2, C1=CC=C(C=C1)P(C2=CC=CC=C2)C3=CC=CC=C3 (PPh3), C(C)(C)NC(C)C (diisopropylamine), C[Si](C)(C)C#C ((trimethylsilyl)acetylene). Reagents/catalysts: [Pd] (Pd). Run in C1(=CC=CC=C1)C (toluene). Product: C[Si](C#CC1=C(O)C(=C(C(=C1[Si](C)(C)C)O)C)C)(C)C (2,3-Di(trimethylsilyl)ethynyl 5,6dimethylhydroquinone). Yield: 50.2%. As a reaction SMILES: I[C:2]1[C:8](I)=[C:7]([OH:10])[C:6]([CH3:11])=[C:5]([CH3:12])[C:3]=1[OH:4].C1C=CC(P(C2C=CC=CC=2)C2C=CC=CC=2)=CC=1.C(NC(C)C)(C)C.[CH3:39][Si:40]([C:43]#[CH:44])([CH3:42])[CH3:41]>[Pd].C1(C)C=CC=CC=1>[CH3:39][Si:40]([CH3:42])([CH3:41])[C:43]#[C:44][C:2]1[C:8]([Si:40]([CH3:42])([CH3:41])[CH3:39])=[C:7]([OH:10])[C:6]([CH3:11])=[C:5]([CH3:12])[C:3]=1[OH:4]. Procedure: To a degassed solution of 2,3-diiodo 5,6-dimethylhydroquinone (1)(3.6 g, 9.23 mmol), Pd"(PhCN)2Cl2 (176.9 mg, 0.46 mmol), PPh3 (278.2 mg, 1.06 mmol), and Cul (297 mg, 1.56 mmol) in 110 mL to toluene under argon were added 2.5 mL (18.5 mmol) of diisopropylamine and 4.0 mL (28.6 mmol) of (trimethylsilyl)acetylene. After stirring at room temperature for a day the reaction mixture was opened to air, filtered and concentrated under vacuo. Flash column chromatography with 7% ethyl acetate in petroleum... Starting materials: CN(C)C=O, CC(=O)CC(C)=O, Cl, O=Cc1ccncc1. The product is Cl, CC(=O)C(=Cc1ccncc1)C(C)=O. RXN SMILES: [CH3:17][N:18]([CH3:19])[CH:20]=[O:21].[CH3:9][C:10]([CH2:11][C:12]([CH3:13])=[O:14])=[O:15].[ClH:16].[n:1]1[cH:2][cH:3][c:4]([CH:7]=[O:8])[cH:5][cH:6]1>>[ClH:16].[n:1]1[cH:2][cH:3][c:4]([CH:7]=[C:11]([C:10]([CH3:9])=[O:15])[C:12]([CH3:13])=[O:14])[cH:5][cH:6]1.